From a dataset of the Open Reaction Database (ORD), a public repository of structured organic reaction records. describe an organic reaction: reactants, conditions, products, and yield The reactants are C1(=CC=CC=C1)C1(CCN(CC1)CCC#N)C1=CC=CC=C1 (3-(4,4-diphenylpiperidin-1-yl)propionitrile), Cl (HCl), CCOCC (ether), F[B-](F)(F)F.C[O+](C)C (trimethyloxonium tetrafluoroborate), [BH4-].[Na+] (Sodium borohydride), Cl (HCl). Solvent: C(Cl)Cl (CH2Cl2), C(Cl)Cl (CH2Cl2), CO (MeOH). Reaction conditions: temperature 0 celsius, time 1 hour. The product is CNCCCN1CCC(CC1)(C1=CC=CC=C1)C1=CC=CC=C1 (1-[3-(N-Methylamino)propyl]-4,4-diphenylpiperidine). The yield is 41.1%. RXN SMILES: [C:1]1([C:7]2([C:17]3[CH:22]=[CH:21][CH:20]=[CH:19][CH:18]=3)[CH2:12][CH2:11][N:10]([CH2:13][CH2:14][C:15]#[N:16])[CH2:9][CH2:8]2)[CH:6]=[CH:5][CH:4]=[CH:3][CH:2]=1.Cl.[CH3:24]COCC.F[B-](F)(F)F.C[O+](C)C.[BH4-].[Na+]>C(Cl)Cl.CO>[CH3:24][NH:16][CH2:15][CH2:14][CH2:13][N:10]1[CH2:9][CH2:8][C:7]([C:17]2[CH:22]=[CH:21][CH:20]=[CH:19][CH:18]=2)([C:1]2[CH:2]=[CH:3][CH:4]=[CH:5][CH:6]=2)[CH2:12][CH2:11]1 |f:3.4,5.6|. Procedure details: To a stirred solution of 3-(4,4-diphenylpiperidin-1-yl)propionitrile (5.00 g, 17.2 mmol, 1.00 equiv) in CH2Cl2 (40 mL) was added HCl in ether (1.0 M, 22.4 mL, 22 mmol, 1.3 equiv). After removal of the solvents, the residue and trimethyloxonium tetrafluoroborate (9.67 g, 65.4 mmol, 3.80 equiv) were stirred in refluxing anhydrous CH2Cl2 (80 mL) under argon for 44 hours. The mixture was cooled to 0° C., anhydrous MeOH (5 mL) was added, and stirring was continued for 1 hour at 0° C. The solvents wer... The reactants are CC1(NC(CC(C1)N1C(C=2C(C1=O)=CC(=CC2)C(=O)OCC)=O)(C)C)C (N-(2,2,6,6-tetramethyl-4-piperidinyl)-4-(ethoxycarbonyl)phthalimide), C(C)(=O)OC(C)=O (acetic anhydride). The reagents and catalysts are CN(C1=CC=NC=C1)C (4-dimethylaminopyridine). Run in ice water. Yields the product C(C)(=O)N1C(CC(CC1(C)C)N1C(C=2C(C1=O)=CC(=CC2)C(=O)OCC)=O)(C)C (N-(1-acetyl-2,2,6,6-tetramethyl-4-piperidinyl)-4-(ethoxycarbonyl)phthalimide). As a reaction SMILES: [CH3:1][C:2]1([CH3:26])[CH2:7][CH:6]([N:8]2[C:12](=[O:13])[C:11]3=[CH:14][C:15]([C:18]([O:20][CH2:21][CH3:22])=[O:19])=[CH:16][CH:17]=[C:10]3[C:9]2=[O:23])[CH2:5][C:4]([CH3:25])([CH3:24])[NH:3]1.[C:27](OC(=O)C)(=[O:29])[CH3:28]>CN(C)C1C=CN=CC=1>[C:27]([N:3]1[C:4]([CH3:25])([CH3:24])[CH2:5][CH:6]([N:8]2[C:12](=[O:13])[C:11]3=[CH:14][C:15]([C:18]([O:20][CH2:21][CH3:22])=[O:19])=[CH:16][CH:17]=[C:10]3[C:9]2=[O:23])[CH2:7][C:2]1([CH3:1])[CH3:26])(=[O:29])[CH3:28]. Reported procedure: Into a 125 ml reaction flask equipped with a magnetic stirrer, thermometer, condenser and nitrogen atmosphere were placed the HALS of Example 4 (0.9 g, 0.0025 mol), 4-dimethylaminopyridine (0.03 g) and 25 ml of acetic anhydride. The reaction was refluxed for 2 hours, then poured into a beaker containing 200 ml ice water. A brown oil separated immediately and the mixture was stirred until the oil solidified into a tan solid. This solid was isolated by filtration and washed on the filter funnel wi... Starting materials: Cl.Cl.CNCC=1SC=C(N1)CO (2-(methylaminomethyl)-4-thiazolemethanol dihydrochloride), Cl.NCCS (cysteamine hydrochloride), Br (hydrobromic acid). The product is Br.Br.Br.CNCC=1SC=C(N1)CSCCN (2-([2-(methylaminomethyl)-4-thiazolyl]methylthio)ethylamine trihydrobromide). RXN SMILES: Cl.Cl.[CH3:3][NH:4][CH2:5][C:6]1[S:7][CH:8]=[C:9]([CH2:11]O)[N:10]=1.Cl.[NH2:14][CH2:15][CH2:16][SH:17].[BrH:18]>>[BrH:18].[BrH:18].[BrH:18].[CH3:3][NH:4][CH2:5][C:6]1[S:7][CH:8]=[C:9]([CH2:11][S:17][CH2:16][CH2:15][NH2:14])[N:10]=1 |f:0.1.2,3.4,6.7.8.9|. Procedure details: Following the above procedure, 10.1 millimoles of 2-(methylaminomethyl)-4-thiazolemethanol dihydrochloride, 1.15 g. of cysteamine hydrochloride and 15 ml. of 48% aqueous hydrobromic acid were stirred at about 100° C. for about 7.5 hours. Water and hydrobromic acid were removed on a rotary evaporator and the resulting residue comprising 2-([2-(methylaminomethyl)-4-thiazolyl]methylthio)ethylamine trihydrobromide formed in the above reaction was dissolved in water and the water removed by evaporati... Reactants: ClC=1N(C2=CC=CC=C2C1Cl)C=1C(N(N=C(C1OC)SC)C)=O (4-(2,3-dichloroindol-1-yl)-5-methoxy-2-methyl-6-methylsulfanyl-pyridazin-3-one), C1=CC(=CC(=C1)Cl)C(=O)OO (mCPBA), C([O-])(O)=O.[Na+] (sodium bicarbonate), S(=S)(=O)([O-])[O-].[Na+].[Na+] (sodium thiosulphate). Product: ClC=1N(C2=CC=CC=C2C1Cl)C=1C(N(N=C(C1OC)S(=O)C)C)=O (4-(2,3-dichloroindol-1-yl)-5-methoxy-2-methyl-6-methylsulfinyl-pyridazin-3-one), 4-(2,3-dichloroindol-1-yl)-5-methoxy-2-methyl-6-methylsulflnyl-pyridazin-3-one. Reported procedure: To a stirred solution of 4-(2,3-dichloroindol-1-yl)-5-methoxy-2-methyl-6-methylsulfanyl-pyridazin-3-one (60 mg, 0.16 mmol) in DCM (2 mL) at −20° C. is added mCPBA (36 mg, 0.17 mmol). After stirring for 10 min at this temperature, a yellow precipitate had appeared. The reaction was poured into a mixture of DCM (20 mL), sodium bicarbonate saturated solution (10 mL) and sodium thiosulphate saturated solution (10 mL), then stirred for 10 min. The resulting mixture was then passed through a phase sep... The yield is 75.0%. Solvent: C(Cl)Cl (DCM), C(Cl)Cl (DCM). As a reaction SMILES: [Cl:1][C:2]1[N:3]([C:12]2[C:13](=[O:23])[N:14]([CH3:22])[N:15]=[C:16]([S:20][CH3:21])[C:17]=2[O:18][CH3:19])[C:4]2[C:9]([C:10]=1[Cl:11])=[CH:8][CH:7]=[CH:6][CH:5]=2.C1C=C(Cl)C=C(C(OO)=[O:32])C=1.C(=O)(O)[O-].[Na+].S([O-])([O-])(=O)=S.[Na+].[Na+]>C(Cl)Cl>[Cl:1][C:2]1[N:3]([C:12]2[C:13](=[O:23])[N:14]([CH3:22])[N:15]=[C:16]([S:20]([CH3:21])=[O:32])[C:17]=2[O:18][CH3:19])[C:4]2[C:9]([C:10]=1[Cl:11])=[CH:8][CH:7]=[CH:6][CH:5]=2 |f:2.3,4.5.6|. Run at time 10 minute. Starting materials: C(CCCCCCC)OC(CCC1=CC(=C(C(=C1)N1N=C2C(=N1)C=CC=C2Cl)O)C(C)(C)C)=O (octyl-3-[3-tert-butyl-4-hydroxy-5-(chloro-2H-benzotriazole-2-yl)phenyl]propionate), C(C)C(COC(CCC1=CC(=C(C(=C1)N1N=C2C(=N1)C=CC(=C2)Cl)O)C(C)(C)C)=O)CCCC (2-ethylhexyl-3-[3-tert-butyl-4-hydroxy-5-(5-chloro-2H-benzotriazole-2-yl)phenyl]propionate). Yields the product CC1=CC(=C(C(=C1)N2N=C3C=CC=CC3=N2)O)CC=C (UV-9). As a reaction SMILES: C(OC(=O)C[CH2:12][C:13]1[CH:18]=[C:17]([N:19]2[N:23]=[C:22]3[CH:24]=[CH:25][CH:26]=[C:27](Cl)[C:21]3=[N:20]2)[C:16]([OH:29])=[C:15]([C:30](C)(C)C)[CH:14]=1)CCCCCCC.[CH2:35](C(CCCC)COC(=O)CCC1C=C(N2N=C3C=CC(Cl)=CC3=N2)C(O)=C(C(C)(C)C)C=1)[CH3:36]>>[CH3:12][C:13]1[CH:18]=[C:17]([N:19]2[N:23]=[C:22]3[C:21]([CH:27]=[CH:26][CH:25]=[CH:24]3)=[N:20]2)[C:16]([OH:29])=[C:15]([CH2:30][CH:35]=[CH2:36])[CH:14]=1. Procedure details: A mixture of octyl-3-[3-tert-butyl-4-hydroxy-5-(chloro-2H-benzotriazole-2-yl)phenyl]propionate and 2-ethylhexyl-3-[3-tert-butyl-4-hydroxy-5-(5-chloro-2H-benzotriazole-2-yl)phenyl]propionate (Tinuvin 109) Starting materials: C[N+](C)(C)C, COP(C)(=O)O, COP(C)(=O)OC, Clc1cnc(Cl)c(Cl)c1Cl, O, [Zn]. The product is Clc1cnc(Cl)c(Cl)c1. RXN SMILES: [CH3:11][N+:12]([CH3:13])([CH3:14])[CH3:15].[CH3:16][O:17][P:18]([CH3:19])(=[O:20])[OH:21].[CH3:22][O:23][P:24]([CH3:25])(=[O:26])[O:27][CH3:28].[Cl:1][c:2]1[n:3][cH:4][c:5]([Cl:10])[c:6]([Cl:9])[c:7]1[Cl:8].[OH2:29].[Zn:30]>>[Cl:1][c:2]1[n:3][cH:4][c:5]([Cl:10])[cH:6][c:7]1[Cl:8]. The reactants are C#Cc1ccccc1C1(C(=O)OCC)CCN(Cc2ccccc2)CC1, [Li]CCCC, C1CCOC1, CO, CC(C)NC(C)C, CCOC(=O)Cl, ClCCl. Yields the product CCOC(=O)C#Cc1ccccc1C1(C(=O)OCC)CCN(Cc2ccccc2)CC1. RXN SMILES: [CH2:13]([c:14]1[cH:15][cH:16][cH:17][cH:18][cH:19]1)[N:20]1[CH2:21][CH2:22][C:23]([C:26](=[O:27])[O:28][CH2:29][CH3:30])([c:31]2[c:32]([C:37]#[CH:38])[cH:33][cH:34][cH:35][cH:36]2)[CH2:24][CH2:25]1.[CH2:1]([Li:2])[CH2:3][CH2:4][CH3:5].[CH2:45]1[O:46][CH2:47][CH2:48][CH2:49]1.[CH3:53][OH:54].[CH:6]([NH:7][CH:8]([CH3:9])[CH3:10])([CH3:11])[CH3:12].[Cl:39][C:40](=[O:41])[O:42][CH2:43][CH3:44].[Cl:50][CH2:51][Cl:52]>>[CH2:13]([c:14]1[cH:15][cH:16][cH:17][cH:18][cH:19]1)[N:20]1[CH2:21][CH2:22][C:23]([C:26](=[O:27])[O:28][CH2:29][CH3:30])([c:31]2[c:32]([C:37]#[C:38][C:40](=[O:41])[O:42][CH2:43][CH3:44])[cH:33][cH:34][cH:35][cH:36]2)[CH2:24][CH2:25]1.